From a dataset of the Open Reaction Database (ORD), a public repository of structured organic reaction records. describe an organic reaction: reactants, conditions, products, and yield Reactants: CCOC(C)=O, O=C[O-], COc1c(-c2csc(C(=O)O)c2)cccc1[N+](=O)[O-], [NH4+]. Product: COc1c(N)cccc1-c1csc(C(=O)O)c1. As a reaction SMILES: [CH3:24][CH2:25][O:26][C:27](=[O:28])[CH3:29].[CH:20]([O-:21])=[O:22].[N+:1]([O-:2])(=[O:3])[c:4]1[c:5]([O:18][CH3:19])[c:6](-[c:10]2[cH:11][c:12]([C:15](=[O:16])[OH:17])[s:13][cH:14]2)[cH:7][cH:8][cH:9]1.[NH4+:23]>>[NH2:1][c:4]1[c:5]([O:18][CH3:19])[c:6](-[c:10]2[cH:11][c:12]([C:15](=[O:16])[OH:17])[s:13][cH:14]2)[cH:7][cH:8][cH:9]1. Reactants: N[C@H](C(=O)O)CC1=CC=C(C=C1)OCCCC=1N=C(OC1C)C1=CC=CC=C1 ((2S)-2-amino-3-{4-[3-(5-methyl-2-phenyl-1,3-oxazol-4-yl)propoxy]phenyl}propanoic acid), C(C1=CC=CC=C1)(=O)CC(C)=O (benzoylacetone). The product is C/C(=C/C(C1=CC=CC=C1)=O)/N[C@H](C(=O)O)CC1=CC=C(C=C1)OCCCC=1N=C(OC1C)C1=CC=CC=C1 ((2S)-2-{[(Z)-1-methyl-3-oxo-3-phenyl-1-propenyl]amino}-3-{4-[3-(5-methyl-2-phenyl-1,3-oxazol-4-yl)propoxy]phenyl}propanoic acid), example 57. The yield is 50.0%. As a reaction SMILES: [NH2:1][C@@H:2]([CH2:6][C:7]1[CH:12]=[CH:11][C:10]([O:13][CH2:14][CH2:15][CH2:16][C:17]2[N:18]=[C:19]([C:23]3[CH:28]=[CH:27][CH:26]=[CH:25][CH:24]=3)[O:20][C:21]=2[CH3:22])=[CH:9][CH:8]=1)[C:3]([OH:5])=[O:4].[C:29]([CH2:37][C:38](=O)[CH3:39])(=[O:36])[C:30]1[CH:35]=[CH:34][CH:33]=[CH:32][CH:31]=1>>[CH3:39]/[C:38](/[NH:1][C@@H:2]([CH2:6][C:7]1[CH:12]=[CH:11][C:10]([O:13][CH2:14][CH2:15][CH2:16][C:17]2[N:18]=[C:19]([C:23]3[CH:28]=[CH:27][CH:26]=[CH:25][CH:24]=3)[O:20][C:21]=2[CH3:22])=[CH:9][CH:8]=1)[C:3]([OH:5])=[O:4])=[CH:37]/[C:29](=[O:36])[C:30]1[CH:35]=[CH:34][CH:33]=[CH:32][CH:31]=1. Procedure details: The title compound was prepared (as described above for the preparation of example 1) from a suspension of 205 mg (0.54 mmol) of Intermediate 55 and 88 mg (0.54 mmol) of benzoylacetone to yield 142 mg (50% yield) of example 57: TLC (DCM/MeOH, 4/1): Rf=0.66; 1H NMR (DMSO-d6, 300 MHz) δ11.44 (d, 1H, J=9.0), 7.88-7.85 (m, 2H), 7.78-7.75 (m, 2H), 7.49-7.43 (m, 3H), 7.37-7.32 (m, 3H), 7.12 (d, 2H, J=8.4), 6.78 (d, 2H, J=8.4), 5.54 (s, 1H), 4.13 (m, 1H), 3.87 (t, 1H, J=6.0), 3.22-3.16 (m, 1H), 2.77 (d...